This data is from the Open Reaction Database (ORD), a public repository of structured organic reaction records. The task is: describe an organic reaction: reactants, conditions, products, and yield Starting materials: CC(=O)NC(COc1ccc2sc(C)nc2c1)CN1CCN(C(=O)OC(C)(C)C)CC1, Cl, C1COCCO1. Product: CC(=O)NC(COc1ccc2sc(C)nc2c1)CN1CCNCC1. RXN SMILES: [C:1]([CH3:2])(=[O:3])[NH:4][CH:5]([CH2:6][N:7]1[CH2:8][CH2:9][N:10]([C:13]([O:14][C:15]([CH3:16])([CH3:17])[CH3:18])=[O:19])[CH2:11][CH2:12]1)[CH2:20][O:21][c:22]1[cH:23][cH:24][c:25]2[c:26]([n:27][c:28]([CH3:30])[s:29]2)[cH:31]1.[ClH:32].[O:33]1[CH2:34][CH2:35][O:36][CH2:37][CH2:38]1>>[C:1]([CH3:2])(=[O:3])[NH:4][CH:5]([CH2:6][N:7]1[CH2:8][CH2:9][NH:10][CH2:11][CH2:12]1)[CH2:20][O:21][c:22]1[cH:23][cH:24][c:25]2[c:26]([n:27][c:28]([CH3:30])[s:29]2)[cH:31]1. Starting materials: CC12CCC3C(C(C(=O)O)CC4CC(=O)CCC43C)C1CCC2=O, CO, CCN=C=NCCCN(C)C, CN(C)c1ccncc1, ClCCl, O. Product: COC(=O)C1CC2CC(=O)CCC2(C)C2CCC3(C)C(=O)CCC3C12. RXN SMILES: [C:1](=[O:2])([OH:3])[CH:4]1[CH:5]2[CH:6]3[CH2:7][CH2:8][C:9](=[O:24])[C:10]3([CH3:11])[CH2:12][CH2:13][CH:14]2[C:15]2([CH3:23])[CH2:16][CH2:17][C:18](=[O:22])[CH2:19][CH:20]2[CH2:21]1.[CH3:25][OH:26].[CH3:27][CH2:28][N:29]=[C:30]=[N:31][CH2:32][CH2:33][CH2:34][N:35]([CH3:36])[CH3:37].[CH3:42][N:43]([c:44]1[cH:45][cH:46][n:47][cH:48][cH:49]1)[CH3:50].[Cl:39][CH2:40][Cl:41].[OH2:38]>>[C:1]([O:2][CH3:27])(=[O:3])[CH:4]1[CH:5]2[CH:6]3[CH2:7][CH2:8][C:9](=[O:24])[C:10]3([CH3:11])[CH2:12][CH2:13][CH:14]2[C:15]2([CH3:23])[CH2:16][CH2:17][C:18](=[O:22])[CH2:19][CH:20]2[CH2:21]1. The reactants are FC=1C(=C(C(=O)OC)C=CC1)SC (methyl 3-fluoro-2-methylsulphenylbenzoate), ClC1=CC(=CC=C1)C(=O)OO (3-chloroperbenzoic acid), S(=O)(=O)([O-])S(=O)[O-].[Na+].[Na+] (Sodium metabisulphite). Run in ClCCl (dichloromethane). Run at temperature 25 celsius, time 1.5 hour. Product: FC=1C(=C(C(=O)OC)C=CC1)S(=O)(=O)C (methyl 3-fluoro-2-methylsulphonylbenzoate). As a reaction SMILES: [F:1][C:2]1[C:3](SC)=[C:4]([CH:9]=[CH:10][CH:11]=1)[C:5]([O:7][CH3:8])=[O:6].Cl[C:15]1C=CC=C(C(OO)=O)C=1.[S:25](S([O-])=O)([O-:28])(=O)=[O:26].[Na+].[Na+]>ClCCl>[F:1][C:2]1[C:3]([S:25]([CH3:15])(=[O:28])=[O:26])=[C:4]([CH:9]=[CH:10][CH:11]=1)[C:5]([O:7][CH3:8])=[O:6] |f:2.3.4|. Procedure details: A mixture of methyl 3-fluoro-2-methylsulphenylbenzoate (14.0 g) and 3-chloroperbenzoic acid (50-60%, 55.0 g) in dichloromethane was stirred at 25° C. for 1.5 hours. 1M Sodium metabisulphite was added and the organic phase washed with sodium bicarbonate and brine, dried over sodium sulphate, filtered and evaporated. The product was recrystallised from ethyl acetate to give 8.6 g of methyl 3-fluoro-2-methylsulphonylbenzoate as white crystals, m.p. 116.2° C. Reactants: Cc1ccc(C#N)c(=O)[nH]1, CI, [K], [NH2-], N. Yields the product CCc1ccc(C#N)c(=O)[nH]1. Reaction SMILES: [C:1](#[N:2])[c:3]1[c:4](=[O:10])[nH:5][c:6]([CH3:9])[cH:7][cH:8]1.[CH3:14][I:15].[K:11].[NH2-:12].[NH3:13]>>[C:1](#[N:2])[c:3]1[c:4](=[O:10])[nH:5][c:6]([CH2:9][CH3:14])[cH:7][cH:8]1. Starting materials: aqueous solution, [OH-].[Na+] (NaOH), C1CCOC1 (THF), ClC=1C(=C(C=C(C1)C(F)(F)F)C=1C=CC(=NC1)C(=O)NCCC(=O)OCC)CNC1=CC=C(C=C1)C1=C(C=C(C=C1)Cl)Cl (ethyl 3-(5-(3-chloro-2-(((2′,4′-dichloro-[1,1′-biphenyl]-4-yl)amino)methyl)-5-(trifluoromethyl)phenyl)picolinamido)propanoate), Cl (HCl). Run in CO (MeOH), CCOC(=O)C (EtOAc), [Na+].[Cl-] (NaCl). Conditions: temperature 40 celsius. Yields the product ClC=1C(=C(C=C(C1)C(F)(F)F)C=1C=CC(=NC1)C(=O)NCCC(=O)O)CNC1=CC=C(C=C1)C1=C(C=C(C=C1)Cl)Cl (3-(5-(3-chloro-2-(((2′,4′-dichloro-[1,1′-biphenyl]-4-yl)amino)methyl)-5-(trifluoromethyl)phenyl)picolinamido)propanoic acid). Reaction SMILES: [OH-].[Na+].C1COCC1.[Cl:8][C:9]1[C:10]([CH2:35][NH:36][C:37]2[CH:42]=[CH:41][C:40]([C:43]3[CH:48]=[CH:47][C:46]([Cl:49])=[CH:45][C:44]=3[Cl:50])=[CH:39][CH:38]=2)=[C:11]([C:19]2[CH:20]=[CH:21][C:22]([C:25]([NH:27][CH2:28][CH2:29][C:30]([O:32]CC)=[O:31])=[O:26])=[N:23][CH:24]=2)[CH:12]=[C:13]([C:15]([F:18])([F:17])[F:16])[CH:14]=1.Cl>CCOC(C)=O.[Na+].[Cl-].CO>[Cl:8][C:9]1[C:10]([CH2:35][NH:36][C:37]2[CH:42]=[CH:41][C:40]([C:43]3[CH:48]=[CH:47][C:46]([Cl:49])=[CH:45][C:44]=3[Cl:50])=[CH:39][CH:38]=2)=[C:11]([C:19]2[CH:20]=[CH:21][C:22]([C:25]([NH:27][CH2:28][CH2:29][C:30]([OH:32])=[O:31])=[O:26])=[N:23][CH:24]=2)[CH:12]=[C:13]([C:15]([F:16])([F:17])[F:18])[CH:14]=1 |f:0.1,6.7|. Procedure details: A 3M aqueous solution of NaOH (3.1 mL, 9.3 mmol) was added to a THF (12.6 mL) and MeOH (6.3 mL) solution of ethyl 3-(5-(3-chloro-2-(((2′,4′-dichloro-[1,1′-biphenyl]-4-yl)amino)methyl)-5-(trifluoromethyl)phenyl)picolinamido)propanoate (4.1 g, 6.3 mmol) and the resulting homogeneous mixture was heated to 40° C. After 30 min the resulting mixture was acidified with 6M aqueous HCl (1.6 mL, 9.6 mmol) diluted with EtOAc and 4M aqueous NaCl, and the layers were separated. The aqueous layer was extracte...